From a dataset of the Open Reaction Database (ORD), a public repository of structured organic reaction records. describe an organic reaction: reactants, conditions, products, and yield The reactants are CCOC(=O)CCCc1cc(C(=O)c2cccc(NC(C)C(=O)OCc3ccccc3)c2)c2ccccn12, CCO. The product is CCOC(=O)CCCc1cc(C(=O)c2cccc(NC(C)C(=O)O)c2)c2ccccn12. RXN SMILES: [CH2:1]([c:2]1[cH:3][cH:4][cH:5][cH:6][cH:7]1)[O:8][C:9](=[O:10])[CH:11]([CH3:12])[NH:13][c:14]1[cH:15][c:16]([C:17](=[O:18])[c:19]2[cH:20][c:21]([CH2:28][CH2:29][CH2:30][C:31](=[O:32])[O:33][CH2:34][CH3:35])[n:22]3[cH:23][cH:24][cH:25][cH:26][c:27]23)[cH:36][cH:37][cH:38]1.[CH3:39][CH2:40][OH:41]>>[O:8]=[C:9]([OH:10])[CH:11]([CH3:12])[NH:13][c:14]1[cH:15][c:16]([C:17](=[O:18])[c:19]2[cH:20][c:21]([CH2:28][CH2:29][CH2:30][C:31](=[O:32])[O:33][CH2:34][CH3:35])[n:22]3[cH:23][cH:24][cH:25][cH:26][c:27]23)[cH:36][cH:37][cH:38]1. The reactants are O=[Ag], CC(=O)OC1CCC2(C)C(CCC3C4CCC(C(=O)CO)C4(C)CC(=O)C32)C1, CI. Product: COCC(=O)C1CCC2C3CCC4CC(OC(C)=O)CCC4(C)C3C(=O)CC12C. RXN SMILES: [Ag:31]=[O:32].[C:1]([CH3:2])(=[O:3])[O:4][CH:5]1[CH2:6][CH:7]2[CH2:8][CH2:9][CH:10]3[CH:11]4[CH2:12][CH2:13][CH:14]([C:15]([CH2:16][OH:17])=[O:18])[C:19]4([CH3:28])[CH2:20][C:21](=[O:27])[CH:22]3[C:23]2([CH3:26])[CH2:24][CH2:25]1.[CH3:29][I:30]>>[C:1]([CH3:2])(=[O:3])[O:4][CH:5]1[CH2:6][CH:7]2[CH2:8][CH2:9][CH:10]3[CH:11]4[CH2:12][CH2:13][CH:14]([C:15]([CH2:16][O:17][CH3:29])=[O:18])[C:19]4([CH3:28])[CH2:20][C:21](=[O:27])[CH:22]3[C:23]2([CH3:26])[CH2:24][CH2:25]1. Starting materials: C(C=C)(=O)OCCCC (butyl acrylate), C=CC=C (1,3-butadiene), C(C=C)(=O)OCC (ethyl acrylate), copolymer. Product: C=CC=C.C(C=C)(=O)OCCCC (1,3-butadiene butyl acrylate). Reaction SMILES: [C:1]([O:5][CH2:6][CH2:7][CH2:8][CH3:9])(=[O:4])[CH:2]=[CH2:3].C(OCC)(=O)C=C.C=CC=C>>[CH2:6]=[CH:7][CH:8]=[CH2:9].[C:1]([O:5][CH2:6][CH2:7][CH2:8][CH3:9])(=[O:4])[CH:2]=[CH2:3] |f:3.4|. Procedure: A 1,3-butadiene-butyl acrylate copolymer is prepared according to the procedure of Example 17 using the same amount of butyl acrylate as ethyl acrylate. The copolymer yield is 41 grams and contains 84.6 mole percent 1,3-butadiene by NMR. Starting materials: C(#N)C1=CC=C(C=C1)S (4-cyanothiophenol), S(=O)(=O)(OC1CC(CCC1)(C)C)C1=CC=C(C)C=C1 (3,3-dimethylcyclohexyl tosylate), C([O-])([O-])=O.[K+].[K+] (potassium carbonate). Run in CN(C)C=O (DMF), CCOC(=O)C (EtOAc). Conditions: temperature 60 celsius. Product: CC1(CC(CCC1)SC1=CC=C(C#N)C=C1)C (4-[(3,3-Dimethylcyclohexyl)thio]-benzonitrile). As a reaction SMILES: [C:1]([C:3]1[CH:8]=[CH:7][C:6]([SH:9])=[CH:5][CH:4]=1)#[N:2].S(C1C=CC(C)=CC=1)(O[CH:14]1[CH2:19][CH2:18][CH2:17][C:16]([CH3:21])([CH3:20])[CH2:15]1)(=O)=O.C(=O)([O-])[O-].[K+].[K+]>CN(C=O)C.CCOC(C)=O>[CH3:20][C:16]1([CH3:21])[CH2:17][CH2:18][CH2:19][CH:14]([S:9][C:6]2[CH:7]=[CH:8][C:3]([C:1]#[N:2])=[CH:4][CH:5]=2)[CH2:15]1 |f:2.3.4|. Procedure details: To a solution of 4-cyanothiophenol (1 g, 7.4 mmol) in DMF (15 mL) add 3,3-dimethylcyclohexyl tosylate (2.06 g, 7.4 mmol) and potassium carbonate (3.06 g, 22.2 mmol), and warm to 60° C. for 18 h. Dilute the mixture with EtOAc (50 mL) and wash sequentially with water (3×50 mL), saturated aqueous NaHCO3 (50 mL) and brine (50 mL). Dry the organic phase over MgSO4, filter and concentrate in vacuo. Purify by chromatography on silica gel eluting with hexane/EtOAc (9:1) to obtain the desired intermediat...